Dataset: the Open Reaction Database (ORD), a public repository of structured organic reaction records. Task: describe an organic reaction: reactants, conditions, products, and yield The reactants are CN(C)C=O, CC1(C(=O)O)CC(F)(F)C1(F)Cl, ClC(Cl)Cl, O=S(Cl)Cl. Yields the product CC1(C(=O)Cl)CC(F)(F)C1(F)Cl. Reaction SMILES: [CH3:1][N:2]([CH3:3])[CH:4]=[O:5].[CH3:6][C:7]1([C:15](=[O:16])[OH:17])[C:8]([Cl:13])([F:14])[C:9]([F:11])([F:12])[CH2:10]1.[CH:22]([Cl:23])([Cl:24])[Cl:25].[S:18]([Cl:19])([Cl:20])=[O:21]>>[CH3:6][C:7]1([C:15](=[O:17])[Cl:20])[C:8]([Cl:13])([F:14])[C:9]([F:11])([F:12])[CH2:10]1.